From a dataset of the Open Reaction Database (ORD), a public repository of structured organic reaction records. describe an organic reaction: reactants, conditions, products, and yield Reactants: COc1nc(C(F)(F)F)c(F)c(=O)n1-c1cc(OC(C)C)c(Cl)cc1F, O=S(=O)(O)O. Product: COc1nc(C(F)(F)F)c(F)c(=O)n1-c1cc(O)c(Cl)cc1F. RXN SMILES: [Cl:1][c:2]1[cH:3][c:4]([F:26])[c:5](-[n:12]2[c:13]([O:24][CH3:25])[n:14][c:15]([C:20]([F:21])([F:22])[F:23])[c:16]([F:19])[c:17]2=[O:18])[cH:6][c:7]1[O:8][CH:9]([CH3:10])[CH3:11].[S:27](=[O:28])(=[O:29])([OH:30])[OH:31]>>[Cl:1][c:2]1[cH:3][c:4]([F:26])[c:5](-[n:12]2[c:13]([O:24][CH3:25])[n:14][c:15]([C:20]([F:21])([F:22])[F:23])[c:16]([F:19])[c:17]2=[O:18])[cH:6][c:7]1[OH:8]. Reactants: C(C1=CC=CC=C1)NC1=C(C=NC=2N1N=CC2C(=O)O)C(=O)N2CCC1(CC2)C=CC2=CC=CC=C21 (7-Benzylamino-6-(spiro[inden-1,4′-piperidine]-1′-ylcarbonyl)pyrazolo[1,5-a]pyrimidine-3-carboxylic acid), CS(=O)(=O)N (methanesulfonamide). The product is C(C1=CC=CC=C1)NC1=C(C=NC=2N1N=CC2C(=O)NS(=O)(=O)C)C(=O)N2CCC1(CC2)C=CC2=CC=CC=C21 (N-[7-Benzylamino-6-(spiro[inden-1,4′-piperidine]-1′-ylcarbonyl)pyrazolo[1,5-a]pyrimidine-3-carbonyl]methanesulfonamide). Yield: 29.7%. Reaction SMILES: [CH2:1]([NH:8][C:9]1[N:14]2[N:15]=[CH:16][C:17]([C:18](O)=[O:19])=[C:13]2[N:12]=[CH:11][C:10]=1[C:21]([N:23]1[CH2:28][CH2:27][C:26]2([C:36]3[C:31](=[CH:32][CH:33]=[CH:34][CH:35]=3)[CH:30]=[CH:29]2)[CH2:25][CH2:24]1)=[O:22])[C:2]1[CH:7]=[CH:6][CH:5]=[CH:4][CH:3]=1.[CH3:37][S:38]([NH2:41])(=[O:40])=[O:39]>>[CH2:1]([NH:8][C:9]1[N:14]2[N:15]=[CH:16][C:17]([C:18]([NH:41][S:38]([CH3:37])(=[O:40])=[O:39])=[O:19])=[C:13]2[N:12]=[CH:11][C:10]=1[C:21]([N:23]1[CH2:28][CH2:27][C:26]2([C:36]3[C:31](=[CH:32][CH:33]=[CH:34][CH:35]=3)[CH:30]=[CH:29]2)[CH2:25][CH2:24]1)=[O:22])[C:2]1[CH:7]=[CH:6][CH:5]=[CH:4][CH:3]=1. Procedure: In the same manner as in Example 1, step 6 and using 7-benzylamino-6-(spiro[inden-1,4′-piperidine]-1′-ylcarbonyl)pyrazolo[1,5-a]pyrimidine-3-carboxylic acid (0.125 g, 0.260 mmol) obtained in step 2 and methanesulfonamide (0.123 g, 1.30 mmol), the title compound (0.043 g, 29%) was obtained. The reactants are O (water), [OH-].[Na+] (sodium hydroxide), C1(CCCCC1)CBr (cyclohexylmethyl bromide), NC1=NC=CC=C1O (2-amino-3-hydroxypyridine). Solvent: CO (methanol). Conditions: time 10 minute. The product is C1(CCCCC1)COC=1C(=NC=CC1)N (3-(Cyclohexylmethoxy)pyridine-2-amine). RXN SMILES: [OH-].[Na+].[NH2:3][C:4]1[C:9]([OH:10])=[CH:8][CH:7]=[CH:6][N:5]=1.[CH:11]1([CH2:17]Br)[CH2:16][CH2:15][CH2:14][CH2:13][CH2:12]1.O>CO>[CH:11]1([CH2:17][O:10][C:9]2[C:4]([NH2:3])=[N:5][CH:6]=[CH:7][CH:8]=2)[CH2:16][CH2:15][CH2:14][CH2:13][CH2:12]1 |f:0.1|. Procedure details: At RT, 96 g of sodium hydroxide (45%; 1081 mmol, 1 equivalents) were initially charged in 1170 ml of methanol, 119 g of 2-amino-3-hydroxypyridine (1080 mmol, 1 equivalent) were added and the mixture was stirred at RT for 10 min. The reaction mixture was concentrated under reduced pressure, the residue was taken up in 2900 ml of DMSO and 101 g of cyclohexylmethyl bromide (1135 mmol, 1.05 equivalents) were added. After 16 h at RT, the reaction mixture was stirred into 6 l of water, and the aqueous... Product: ClC1=NC=NC(=C1NC(C1=CC=CC=C1)=O)NC1=CC=CC=C1 (N-(4-chloro-6-(phenylamino)pyrimidin-5-yl)benzamide). Reaction SMILES: [Cl:1][C:2]1[N:7]=[CH:6][N:5]=[C:4]([NH:8][C:9]2[CH:14]=[CH:13][CH:12]=[CH:11][CH:10]=2)[C:3]=1[NH2:15].[C:16](Cl)(=[O:23])[C:17]1[CH:22]=[CH:21][CH:20]=[CH:19][CH:18]=1>CN(C)C(=O)C>[Cl:1][C:2]1[C:3]([NH:15][C:16](=[O:23])[C:17]2[CH:22]=[CH:21][CH:20]=[CH:19][CH:18]=2)=[C:4]([NH:8][C:9]2[CH:14]=[CH:13][CH:12]=[CH:11][CH:10]=2)[N:5]=[CH:6][N:7]=1. Reaction conditions: time 4 hour. Procedure details: 6-chloro-N4-phenylpyrimidine-4,5-diamine obtained in step 1 (35 g, 158.6 mmol) was dissolved in N,N-dimethylacetamide (265 ml) at 0° C. Benzoyl chloride (20.5 mL, 174.5 mmol) was added slowly to the resulting solution at 0° C. and warmed to room temperature. The reaction mixture thus obtained was stirred for 4 hours at room temperature and filtered with NaHCO3(aq)/H2O. The collected solid was dried under reduced pressure to obtain the title compound (50.1 g, 97%) as white solid. The reactants are ClC1=C(C(=NC=N1)NC1=CC=CC=C1)N (6-chloro-N4-phenylpyrimidine-4,5-diamine), C(C1=CC=CC=C1)(=O)Cl (Benzoyl chloride). The yield is 97.3%. Run in CN(C(C)=O)C (N,N-dimethylacetamide).